From a dataset of the Open Reaction Database (ORD), a public repository of structured organic reaction records. describe an organic reaction: reactants, conditions, products, and yield Reactants: [Br-], O=C1CCC2CN(C(=O)c3ccccc3)CCC2C1, C1CCOC1, CCOC(C)=O, Fc1ccc([Mg+])cc1. Product: O=C(c1ccccc1)N1CCC2CC(O)(c3ccc(F)cc3)CCC2C1. As a reaction SMILES: [Br-:1].[C:10]([c:11]1[cH:12][cH:13][cH:14][cH:15][cH:16]1)(=[O:17])[N:18]1[CH2:19][CH:20]2[CH2:21][CH2:22][C:23](=[O:28])[CH2:24][CH:25]2[CH2:26][CH2:27]1.[CH2:35]1[O:36][CH2:37][CH2:38][CH2:39]1.[CH3:29][CH2:30][O:31][C:32](=[O:33])[CH3:34].[F:2][c:3]1[cH:4][cH:5][c:6]([Mg+:9])[cH:7][cH:8]1>>[F:2][c:3]1[cH:4][cH:5][c:6]([C:23]2([OH:28])[CH2:22][CH2:21][CH:20]3[CH2:19][N:18]([C:10]([c:11]4[cH:12][cH:13][cH:14][cH:15][cH:16]4)=[O:17])[CH2:27][CH2:26][CH:25]3[CH2:24]2)[cH:7][cH:8]1. Starting materials: COC(=O)C1=CSC=C1NC(C(F)Cl)=O (4-(2-chloro-2-fluoro-acetylamino)-thiophene-3-carboxylic acid methyl ester), FC1=CC=C(C=C1)C1=CC=C(C=C1)O (4-fluoro-4′-hydroxybiphenyl). The product is FC(C(=O)NC=1C(=CSC1)C(=O)O)OC1=CC=C(C=C1)C1=CC=C(C=C1)F (Rac-4-[2-Fluoro-2-(4′-fluoro-biphenyl-4-yloxy)-acetylamino]-thiophene-3-carboxylic acid). As a reaction SMILES: C[O:2][C:3]([C:5]1[C:9]([NH:10][C:11](=[O:15])[CH:12](Cl)[F:13])=[CH:8][S:7][CH:6]=1)=[O:4].[F:16][C:17]1[CH:22]=[CH:21][C:20]([C:23]2[CH:28]=[CH:27][C:26]([OH:29])=[CH:25][CH:24]=2)=[CH:19][CH:18]=1>>[F:13][CH:12]([O:29][C:26]1[CH:25]=[CH:24][C:23]([C:20]2[CH:21]=[CH:22][C:17]([F:16])=[CH:18][CH:19]=2)=[CH:28][CH:27]=1)[C:11]([NH:10][C:9]1[C:5]([C:3]([OH:2])=[O:4])=[CH:6][S:7][CH:8]=1)=[O:15]. Reported procedure: In analogy to Example 2, the title compound was prepared using 4-(2-chloro-2-fluoro-acetylamino)-thiophene-3-carboxylic acid methyl ester and 4-fluoro-4′-hydroxybiphenyl. MS (m/e): 388.2 (M−H). RXN SMILES: [Br:1][C:2]1[CH:3]=[C:4]([CH2:8][C:9]#[N:10])[CH:5]=[N:6][CH:7]=1.[H-].[Na+].[CH3:13]I>CN(C=O)C>[Br:1][C:2]1[CH:3]=[C:4]([CH:8]([CH3:13])[C:9]#[N:10])[CH:5]=[N:6][CH:7]=1 |f:1.2|. The solvent is CN(C)C=O (DMF). Product: BrC=1C=C(C=NC1)C(C#N)C (2-(5-bromo-pyridin-3-yl)-propionitrile). Procedure: (5-Bromo-pyridin-3-yl)-acetonitrile (1.0 g, 0.005 mol) and 60% NaH (0.780 g) are mixed in DMF (25 mL) at 0° C. and stirred at room temperature for 1 h. MeI (1.2 ml) is added to this mixture at 0° C. and stirred at room temperature overnight. 2-(5-bromo-pyridin-3-yl)-propionitrile is obtained by prep-HPLC (0.3 g, 28% yield). Yield: 28.0%. Run at time 1 hour. The reactants are BrC=1C=C(C=NC1)CC#N ((5-Bromo-pyridin-3-yl)-acetonitrile), [H-].[Na+] (NaH), CI (MeI). Starting materials: Cl.Cl.Cl.N1=C(C=CC=C1)C1CCN(CC1)CCCN (3-(3′,4′,5′,6′-Tetrahydro-2′H-[2,4′]bipyridinyl-1′-yl)-propylamine trihydrochoride), FC=1C=C(C=CC1F)[C@H]1NC(NC(=C1C(=O)O)C)=O ((4R)-4-(3,4-difluorophenyl)-6-methyl-2-oxo-1,2,3,4-tetrahydro-pyrimidine-5-carboxylic acid). The product is N1=C(C=CC=C1)C1CCN(CC1)CCCNC(=O)C=1[C@H](NC(NC1C)=O)C1=CC(=C(C=C1)F)F ((4R)-4-(3,4-Difluorophenyl)-6-methyl-2-oxo-1,2,3,4-tetrahydro-pyrimidine-5-carboxylic acid [3-(3′,4′,5′,6′-tetrahydro-2′H-[2,4′]bipyridinyl-1′-yl)-propyl]-amide). As a reaction SMILES: Cl.Cl.Cl.[N:4]1[CH:9]=[CH:8][CH:7]=[CH:6][C:5]=1[CH:10]1[CH2:15][CH2:14][N:13]([CH2:16][CH2:17][CH2:18][NH2:19])[CH2:12][CH2:11]1.[F:20][C:21]1[CH:22]=[C:23]([C@@H:28]2[C:33]([C:34](O)=[O:35])=[C:32]([CH3:37])[NH:31][C:30](=[O:38])[NH:29]2)[CH:24]=[CH:25][C:26]=1[F:27]>>[N:4]1[CH:9]=[CH:8][CH:7]=[CH:6][C:5]=1[CH:10]1[CH2:11][CH2:12][N:13]([CH2:16][CH2:17][CH2:18][NH:19][C:34]([C:33]2[C@@H:28]([C:23]3[CH:24]=[CH:25][C:26]([F:27])=[C:21]([F:20])[CH:22]=3)[NH:29][C:30](=[O:38])[NH:31][C:32]=2[CH3:37])=[O:35])[CH2:14][CH2:15]1 |f:0.1.2.3|. Procedure: 3-(3′,4′,5′,6′-Tetrahydro-2′H-[2,4′]bipyridinyl-1′-yl)-propylamine trihydrochoride was used in place of 2-[1-(3-amino-propyl)-piperidine-4-yl]-5-fluoro-benzonitrile dihydrochloride and (4R)-4-(3,4-difluorophenyl)-6-methyl-2-oxo-1,2,3,4-tetrahydro-pyrimidine-5-carboxylic acid was used in place of (4R)-4-(3,4-difluorophenyl)-6-methoxymethyl-2-oxo-1,2,3,4-tetrahydro-pyrimidine-5-carboxylic acid.